Task: describe an organic reaction: reactants, conditions, products, and yield. Dataset: the Open Reaction Database (ORD), a public repository of structured organic reaction records The reactants are CC(C)([O-])C.[K+] (potassium tert-butoxide), solid, N(=C=S)C(C(=O)OC)(C)C1=CC=CC=C1 (methyl 2-isothiocyanato-2-phenylpropionate), O (water), N(N)C1=NC=CC=C1 (2-hydrazinopyridine). Solvent: O1CCCC1 (tetrahydrofuran), O1CCCC1 (tetrahydrofuran), C(C)(=O)O (acetic acid), O1CCCC1 (tetrahydrofuran). Reaction conditions: temperature 5 celsius. Yields the product CC1(C(N(C(N1)=S)NC1=NC=CC=C1)=O)C1=CC=CC=C1 (5-methyl-5-phenyl-3-(2-pyridylamino)-2-thiohydantoin). Isolated yield 59.6%. As a reaction SMILES: [N:1]([C:4]([C:10]1[CH:15]=[CH:14][CH:13]=[CH:12][CH:11]=1)([CH3:9])[C:5]([O:7]C)=O)=[C:2]=[S:3].[NH:16]([C:18]1[CH:23]=[CH:22][CH:21]=[CH:20][N:19]=1)[NH2:17].CC(C)([O-])C.[K+].O>O1CCCC1.C(O)(=O)C>[CH3:9][C:4]1([C:10]2[CH:15]=[CH:14][CH:13]=[CH:12][CH:11]=2)[NH:1][C:2](=[S:3])[N:17]([NH:16][C:18]2[CH:23]=[CH:22][CH:21]=[CH:20][N:19]=2)[C:5]1=[O:7] |f:2.3|. Procedure: 2 g (9 mmol) of methyl 2-isothiocyanato-2-phenylpropionate are dissolved in 30 ml of tetrahydrofuran. A solution containing 0.99 g of 2-hydrazinopyridine and 10 ml of tetrahydrofuran is added: the temperature of the mixture rises from 20 to 30° C. and a solid precipitates. The mixture is allowed to react for 0.5 hour at 30° C. and then is cooled to 5° C. A solution containing 1 g of potassium tert-butoxide and 10 ml of tetrahydrofuran is then added: the mixture becomes violet in color. The mixtu... Reactants: Cl.Cl.C[C@@H]1N(CCC1)[C@H]1CNCC1 ((2S,3′R)-2-Methyl-[1,3′]bipyrrolidinyl dihydrochloride), C(=O)(OC(C)(C)C)N1CCC(CC1)N1[C@H](CCC1)C (BOC-4-((S)-2-Methyl-pyrrolidin-1-yl)piperidine), S(=O)(=O)([O-])C1=CC=C(C)C=C1 (tosylate), C[C@@H]1NCCC1 ((S)-(−)-2-methylpyrrolidine). Reaction SMILES: Cl.Cl.C[C@H]1CCCN1[C@@H]1CCNC1.C([N:21]1[CH2:26][CH2:25][CH:24]([N:27]2[CH2:31][CH2:30][CH2:29][C@@H:28]2[CH3:32])[CH2:23][CH2:22]1)(OC(C)(C)C)=O.S(C1C=CC(C)=CC=1)([O-])(=O)=O.C[C@H]1CCCN1>>[CH3:32][C@H:28]1[CH2:29][CH2:30][CH2:31][N:27]1[CH:24]1[CH2:25][CH2:26][NH:21][CH2:22][CH2:23]1 |f:0.1.2|. Yields the product C[C@@H]1N(CCC1)C1CCNCC1 (4-((S)-2-Methyl-pyrrolidin-1-yl)piperidine). Yield: 95.0%. Reported procedure: The title compound was prepared in a manner substantially the same as intermediate (2S,3′R)-2-Methyl-[1,3′]bipyrrolidinyl dihydrochloride by acid hydrolysis of BOC-4-((S)-2-Methyl-pyrrolidin-1-yl)piperidine which was synthesized by condensation of tosylate with (S)-(−)-2-methylpyrrolidine to get 1.28 g (95% yield) of the title product as a clear oil. Reactants: CCOC(=O)Nc1ccc(-c2nnc(CSCCOc3ccccc3)o2)cc1, CN(C)CCN. The product is CN(C)CCNC(=O)Nc1ccc(-c2nnc(CSCCOc3ccccc3)o2)cc1. RXN SMILES: [CH2:1]([O:3][C:4](=[O:2])[NH:5][c:6]1[cH:7][cH:8][c:9](-[c:12]2[o:13][c:14]([CH2:17][S:18][CH2:19][CH2:20][O:21][c:22]3[cH:23][cH:24][cH:25][cH:26][cH:27]3)[n:15][n:16]2)[cH:10][cH:11]1)[CH3:28].[CH3:29][N:30]([CH2:31][CH2:32][NH2:33])[CH3:34]>>[O:3]=[C:4]([NH:5][c:6]1[cH:7][cH:8][c:9](-[c:12]2[o:13][c:14]([CH2:17][S:18][CH2:19][CH2:20][O:21][c:22]3[cH:23][cH:24][cH:25][cH:26][cH:27]3)[n:15][n:16]2)[cH:10][cH:11]1)[NH:33][CH2:32][CH2:31][N:30]([CH3:29])[CH3:34]. Reactants: P(=O)(OCC(COCCCCCCCCCCCCCCCCCC)OCC1=CC=CC=C1)(OCCCCCCCCCC[N+](C)(C)C)[O-] (2-(Benzyloxy)-3-(octadecyloxy)propyl 10-trimethylammoniodecyl phosphate). The reagents and catalysts are [Pd] (Pd-C). The solvent is C(C)O (ethanol), C(C)(=O)O (acetic acid). The product is P(=O)(OCC(COCCCCCCCCCCCCCCCCCC)O)(OCCCCCCCCCC[N+](C)(C)C)[O-] (2-(Hydroxy)-3-(octadecyloxy)propyl 10-trimethylammoniodecyl phosphate). Yield: 88.8%. Reaction SMILES: [P:1]([O-:49])([O:34][CH2:35][CH2:36][CH2:37][CH2:38][CH2:39][CH2:40][CH2:41][CH2:42][CH2:43][CH2:44][N+:45]([CH3:48])([CH3:47])[CH3:46])([O:3][CH2:4][CH:5]([O:26]CC1C=CC=CC=1)[CH2:6][O:7][CH2:8][CH2:9][CH2:10][CH2:11][CH2:12][CH2:13][CH2:14][CH2:15][CH2:16][CH2:17][CH2:18][CH2:19][CH2:20][CH2:21][CH2:22][CH2:23][CH2:24][CH3:25])=[O:2]>C(O)C.C(O)(=O)C.[Pd]>[P:1]([O-:49])([O:34][CH2:35][CH2:36][CH2:37][CH2:38][CH2:39][CH2:40][CH2:41][CH2:42][CH2:43][CH2:44][N+:45]([CH3:48])([CH3:47])[CH3:46])([O:3][CH2:4][CH:5]([OH:26])[CH2:6][O:7][CH2:8][CH2:9][CH2:10][CH2:11][CH2:12][CH2:13][CH2:14][CH2:15][CH2:16][CH2:17][CH2:18][CH2:19][CH2:20][CH2:21][CH2:22][CH2:23][CH2:24][CH3:25])=[O:2]. Procedure: 1.31 g (1.8 mmole) of the compound of Example 4 was dissolved in a mixture of 100 ml of ethanol and 50 ml of 70% acetic acid. Then, 0.6 g of 10% Pd-C was added thereto and catalytic reduction was carried out at room temperature. 19 hours later, the reaction mixture was filtered and the filtrate was concentrated to dryness under reduced pressure. The residue was solidified by acetone to give 994 mg (yield: 87.2%) of the desired product. Starting materials: COC1(c2ncc(Br)s2)CCOC(C)C1, CN1C(=O)CCc2cc(S)ccc21, c1ccc(P(c2ccccc2)c2ccccc2)cc1. Product: COC1(c2ncc(Sc3ccc4c(c3)CCC(=O)N4C)s2)CCOC(C)C1. Reaction SMILES: [Br:33][c:34]1[cH:35][n:36][c:37]([C:39]2([O:46][CH3:47])[CH2:40][CH:41]([CH3:45])[O:42][CH2:43][CH2:44]2)[s:38]1.[SH:20][c:21]1[cH:22][c:23]2[c:28]([cH:29][cH:30]1)[N:27]([CH3:31])[C:26](=[O:32])[CH2:25][CH2:24]2.[c:1]1([P:2]([c:3]2[cH:4][cH:5][cH:6][cH:7][cH:8]2)[c:9]2[cH:10][cH:11][cH:12][cH:13][cH:14]2)[cH:15][cH:16][cH:17][cH:18][cH:19]1>>[S:20]([c:21]1[cH:22][c:23]2[c:28]([cH:29][cH:30]1)[N:27]([CH3:31])[C:26](=[O:32])[CH2:25][CH2:24]2)[c:34]1[cH:35][n:36][c:37]([C:39]2([O:46][CH3:47])[CH2:40][CH:41]([CH3:45])[O:42][CH2:43][CH2:44]2)[s:38]1. Reactants: C(C)OC(=O)C=1C2=C(C=NC1)C(=CS2)COC2=CC(=CC=C2)N (3-(3-amino-phenoxymethyl)-thieno[3,2-c]pyridine-7-carboxylic acid ethyl ester), C(C1=CC=C(C=C1)OC)(=O)Cl (p-anisoyl chloride), Example 10. Yields the product C(C)OC(=O)C=1C2=C(C=NC1)C(=CS2)COC2=CC(=CC=C2)NC(C2=CC=C(C=C2)OC)=O (3-[3-(4-Methoxy-benzoylamino)-phenoxymethyl]-thieno[3,2-c]pyridine-7-carboxylic acid ethyl ester). RXN SMILES: [CH2:1]([O:3][C:4]([C:6]1[C:7]2[S:14][CH:13]=[C:12]([CH2:15][O:16][C:17]3[CH:22]=[CH:21][CH:20]=[C:19]([NH2:23])[CH:18]=3)[C:8]=2[CH:9]=[N:10][CH:11]=1)=[O:5])[CH3:2].[C:24](Cl)(=[O:33])[C:25]1[CH:30]=[CH:29][C:28]([O:31][CH3:32])=[CH:27][CH:26]=1>>[CH2:1]([O:3][C:4]([C:6]1[C:7]2[S:14][CH:13]=[C:12]([CH2:15][O:16][C:17]3[CH:22]=[CH:21][CH:20]=[C:19]([NH:23][C:24](=[O:33])[C:25]4[CH:30]=[CH:29][C:28]([O:31][CH3:32])=[CH:27][CH:26]=4)[CH:18]=3)[C:8]=2[CH:9]=[N:10][CH:11]=1)=[O:5])[CH3:2]. Reported procedure: 3-[3-(4-Methoxy-benzoylamino)-phenoxymethyl]-thieno[3,2-c]pyridine-7-carboxylic acid ethyl ester was prepared from 3-(3-amino-phenoxymethyl)-thieno[3,2-c]pyridine-7-carboxylic acid ethyl ester (from Example 3 supra) and p-anisoyl chloride (Aldrich) following the procedure described in Example 10 as an off-white solid. Reactants: [N+](=O)([O-])C=1C=C2C(C(=NC2=CC1)C)(C)C (5-nitro-2,3,3-trimethylindole), NN (hydrazine), resultant suspension. The reagents and catalysts are [Pd] (palladium on carbon). The solvent is CCO (EtOH). Conditions: time 10 minute. Yields the product NC=1C=C2C(C(=NC2=CC1)C)(C)C (5-amino-2,3,3-trimethylindole). Isolated yield 99.9%. Reaction SMILES: [N+:1]([C:4]1[CH:5]=[C:6]2[C:10](=[CH:11][CH:12]=1)[N:9]=[C:8]([CH3:13])[C:7]2([CH3:15])[CH3:14])([O-])=O.NN>CCO.[Pd]>[NH2:1][C:4]1[CH:5]=[C:6]2[C:10](=[CH:11][CH:12]=1)[N:9]=[C:8]([CH3:13])[C:7]2([CH3:15])[CH3:14]. Procedure details: To the solution of 5-nitro-2,3,3-trimethylindole (1) (10 g) in EtOH (50 mL), hydrazine (35% in water, 6.72 g) was slowly added. The mixture was allowed to stir at room temperature for 10 min followed by the addition of palladium on carbon (Pd/C) (20% Pd/C, 1.30 g). The resultant suspension was heated at 70° C. for 2 hours, filtered, and concentrated to provide the desired product 2 (8.52 g, 100% yield): ESI-MS, Calculated [M+H]+ 175.1, Found 175.1. Reactants: [Si](C)(C)(C(C)(C)C)O[C@@H]1C[C@H](N(C1)S(=O)(=O)C1=CC=C(C=C1)C(F)(F)F)C=C ((2S,4R)-4-(tert-butyldimethylsilyloxy)-1-(4-(trifluoromethyl)phenylsulfonyl)-2-vinylpyrrolidine), Pd(C). Solvent: CCOC(=O)C (EtOAc), CCOC(=O)C (EtOAc). Run at time 8 hour. Product: [Si](C)(C)(C(C)(C)C)O[C@@H]1C[C@H](N(C1)S(=O)(=O)C1=CC=C(C=C1)C(F)(F)F)CC ((2R,4R)-4-(tert-butyldimethylsilyloxy)-2-ethyl-1-(4-(trifluoromethyl)phenyl sulfonyl)pyrrolidine). Isolated yield 86.4%. RXN SMILES: [Si:1]([O:8][C@H:9]1[CH2:13][N:12]([S:14]([C:17]2[CH:22]=[CH:21][C:20]([C:23]([F:26])([F:25])[F:24])=[CH:19][CH:18]=2)(=[O:16])=[O:15])[C@H:11]([CH:27]=[CH2:28])[CH2:10]1)([C:4]([CH3:7])([CH3:6])[CH3:5])([CH3:3])[CH3:2]>CCOC(C)=O>[Si:1]([O:8][C@H:9]1[CH2:13][N:12]([S:14]([C:17]2[CH:18]=[CH:19][C:20]([C:23]([F:24])([F:25])[F:26])=[CH:21][CH:22]=2)(=[O:16])=[O:15])[C@H:11]([CH2:27][CH3:28])[CH2:10]1)([C:4]([CH3:7])([CH3:6])[CH3:5])([CH3:3])[CH3:2]. Reported procedure: To a solution of (6) (0.663 g, 1.52 mmol) in EtOAc (5 ml) was added a small spatula tip of 10% Pd(C) and placed on Parr shaker under hydrogen at 45 PSI. The mixture was shaken under hydrogen overnight. After addition of more EtOAc the mixture was filtered through celite, and concentrated in vacuo to yield (2R,4R)-4-(tert-butyldimethylsilyloxy)-2-ethyl-1-(4-(trifluoromethyl)phenylsulfonyl)pyrrolidine (7) (0.575 g, 86%) as a white crystalline solid. MS m/z 438.1 (M+H); retention time=6.841 min, me... Starting materials: TEA, C(C)N (ethylamine), FC=1C=C(C=C2C(NC(S2)=O)=O)C=CC1[N+](=O)[O-] (5-(3-Fluoro-4-nitro-benzylidene)-thiazolidine-2,4-dione). Solvent: COCCOC (DME). Reaction conditions: temperature 60 celsius. Yields the product C(C)NC=1C=C(C=C2C(NC(S2)=O)=O)C=CC1[N+](=O)[O-] (5-(3-Ethylamino-4-nitro-benzylidene)-thiazolidine-2,4-dione). Reaction SMILES: F[C:2]1[CH:3]=[C:4]([CH:13]=[CH:14][C:15]=1[N+:16]([O-:18])=[O:17])[CH:5]=[C:6]1[S:10][C:9](=[O:11])[NH:8][C:7]1=[O:12].[CH2:19]([NH2:21])[CH3:20]>COCCOC>[CH2:19]([NH:21][C:2]1[CH:3]=[C:4]([CH:13]=[CH:14][C:15]=1[N+:16]([O-:18])=[O:17])[CH:5]=[C:6]1[S:10][C:9](=[O:11])[NH:8][C:7]1=[O:12])[CH3:20]. Reported procedure: 5-(3-Fluoro-4-nitro-benzylidene)-thiazolidine-2,4-dione (200 mg, 0.75 mmol, 1 eq.), was dissolved in DME (6 mL) and TEA (208 μL, 1.5 mmol, 2 eq.) and a solution of ethylamine (2 eq.) was added. The reaction mixture was shaken at 60° C. over night. The solvent was removed in vacuo and residue dissolved in ethyl acetate and washed with 10% ammonium chloride aqueous solution. The organic layer was dried on Na2SO4 and the solvent evaporated to give the corresponding aniline derivative as either red ... Starting materials: Cl.NCC1(CCCCC1)O (1-aminomethyl-1-cyclohexanol hydrochloride), C(C)(=O)O[BH-](OC(C)=O)OC(C)=O.[Na+] (sodium triacetoxyborohydride), ClC1=C2CNC(C2=C(C=C1)C=1N(C2=CC=C(C=C2C1)C=O)C(=O)OC(C)(C)C)=O (4-chloro-7-[1-(tert-butoxycarbonyl)-5-formylindol-2-yl]isoindolinone). Solvent: ClCCl (dichloromethane). Product: ClC1=C2CNC(C2=C(C=C1)C=1N(C2=CC=C(C=C2C1)CNCC1(CCCCC1)O)C(=O)OC(C)(C)C)=O (4-chloro-7-{1-(tert-butoxycarbonyl)-5-[(1-hydroxycyclohexyl)methylaminomethyl]indol-2-yl}isoindolinone). RXN SMILES: [Cl:1][C:2]1[CH:10]=[CH:9][C:8]([C:11]2[N:12]([C:22]([O:24][C:25]([CH3:28])([CH3:27])[CH3:26])=[O:23])[C:13]3[C:18]([CH:19]=2)=[CH:17][C:16]([CH:20]=O)=[CH:15][CH:14]=3)=[C:7]2[C:3]=1[CH2:4][NH:5][C:6]2=[O:29].Cl.[NH2:31][CH2:32][C:33]1([OH:39])[CH2:38][CH2:37][CH2:36][CH2:35][CH2:34]1.C(O[BH-](OC(=O)C)OC(=O)C)(=O)C.[Na+]>ClCCl>[Cl:1][C:2]1[CH:10]=[CH:9][C:8]([C:11]2[N:12]([C:22]([O:24][C:25]([CH3:27])([CH3:26])[CH3:28])=[O:23])[C:13]3[C:18]([CH:19]=2)=[CH:17][C:16]([CH2:20][NH:31][CH2:32][C:33]2([OH:39])[CH2:38][CH2:37][CH2:36][CH2:35][CH2:34]2)=[CH:15][CH:14]=3)=[C:7]2[C:3]=1[CH2:4][NH:5][C:6]2=[O:29] |f:1.2,3.4|. Procedure details: In a similar manner to Step 1 of Example 56, 4-chloro-7-[1-(tert-butoxycarbonyl)-5-formylindol-2-yl]isoindolinone (20.0 mg, 0.0487 mmol) was dissolved in dichloromethane (0.5 mL). The solution was treated with 1-aminomethyl-1-cyclohexanol hydrochloride (13 mg, 0.10 mmol) and sodium triacetoxyborohydride (32 mg, 0.15 mmol) to obtain 4-chloro-7-{1-(tert-butoxycarbonyl)-5-[(1-hydroxycyclohexyl)methylaminomethyl]indol-2-yl}isoindolinone.